From a dataset of the Open Reaction Database (ORD), a public repository of structured organic reaction records. describe an organic reaction: reactants, conditions, products, and yield Starting materials: ClC=1C=CC=2N(N1)C(=CN2)C=O (6-chloroimidazo[1,2-b]pyridazine-3-carbaldehyde), [BH4-].[Na+] (sodium borohydride). The solvent is CO (methanol). Conditions: time 30 minute. The product is ClC=1C=CC=2N(N1)C(=CN2)CO ((6-chloroimidazo[1,2-b]pyridazin-3-yl)methanol). Reaction SMILES: [Cl:1][C:2]1[CH:3]=[CH:4][C:5]2[N:6]([C:8]([CH:11]=[O:12])=[CH:9][N:10]=2)[N:7]=1.[BH4-].[Na+]>CO>[Cl:1][C:2]1[CH:3]=[CH:4][C:5]2[N:6]([C:8]([CH2:11][OH:12])=[CH:9][N:10]=2)[N:7]=1 |f:1.2|. Reported procedure: To a solution of 6-chloroimidazo[1,2-b]pyridazine-3-carbaldehyde (0.55 g, 3 mmol) in methanol (20 mL) was added sodium borohydride (0.15 g, 4 mmol) in a small portions at rt. After stirring at rt for 30 min, the reaction was quenched with water, and extracted with DCM to give crude product (0.55 g, 100% yield). 40 mg of crude product was purified by Prep HPLC to give (6-chloroimidazo[1,2-b]pyridazin-3-yl)methanol as a white solid. 1H NMR (400 MHz, CHLOROFORM-d) δ ppm 7.95 (d, J=9.35 Hz, 1H), 7.7... The reactants are ClC=1N=C(NC1C=O)C1=CC=C(C=C1)[N+](=O)[O-] (4-chloro-5-formyl-2-(4-nitrophenyl)imidazole), C(C1=CC=CC=C1)Br (benzyl bromide), C([O-])([O-])=O.[K+].[K+] (potassium carbonate). The solvent is CN(C)C=O (DMF). Run at temperature 110 celsius, time 8 hour. Yields the product C(C1=CC=CC=C1)N1C(=NC(=C1C=O)Cl)C1=CC=C(C=C1)[N+](=O)[O-] (1-Benzyl-4-chloro-5-formyl-2-(4-nitrophenyl)imidazole). RXN SMILES: [Cl:1][C:2]1[N:3]=[C:4]([C:9]2[CH:14]=[CH:13][C:12]([N+:15]([O-:17])=[O:16])=[CH:11][CH:10]=2)[NH:5][C:6]=1[CH:7]=[O:8].[CH2:18](Br)[C:19]1[CH:24]=[CH:23][CH:22]=[CH:21][CH:20]=1.C(=O)([O-])[O-].[K+].[K+]>CN(C=O)C>[CH2:18]([N:5]1[C:6]([CH:7]=[O:8])=[C:2]([Cl:1])[N:3]=[C:4]1[C:9]1[CH:10]=[CH:11][C:12]([N+:15]([O-:17])=[O:16])=[CH:13][CH:14]=1)[C:19]1[CH:24]=[CH:23][CH:22]=[CH:21][CH:20]=1 |f:2.3.4|. Reported procedure: A mixture of 4-chloro-5-formyl-2-(4-nitrophenyl)imidazole (19.7 g, 78.3 mmol), benzyl bromide (14.5 g, 85.0 mmole) and potassium carbonate (11.7 g, 85.0 mmole) in DMF (150 ml) was heated to 110° C. for 1.5 hours. The mixture was evaporated and residue was poured into cold water and was allowed to stay overnight in the refrigerator. The tarry residue was pulverized and filtered. Yield of crude title compound: 33.4 g. The product was recrystallized from ethanol (96%, 350 ml). Yield: 14.0 g. NMR co... The reactants are BrCc1c(Br)cccc1Br, CC(=O)[O-], CN(C)C=O, [Na+]. Product: CC(=O)OCc1c(Br)cccc1Br. Reaction SMILES: [Br:1][c:2]1[c:3]([CH2:9][Br:10])[c:4]([Br:8])[cH:5][cH:6][cH:7]1.[C:11]([CH3:12])(=[O:13])[O-:14].[CH3:16][N:17]([CH3:18])[CH:19]=[O:20].[Na+:15]>>[Br:1][c:2]1[c:3]([CH2:9][O:14][C:11]([CH3:12])=[O:13])[c:4]([Br:8])[cH:5][cH:6][cH:7]1. Reactants: FC1=CC2=C(C(=NO2)C2CCN(CC2)C/C=C/COC=2C=C(C=CC2OCC2=CC=CC=C2)C(C)=O)C=C1 ((E)-1-[3-[[4-[4-(6-fluoro-1,2-benzisoxazol-3-yl)-1-piperidinyl]-2-butenyl]oxy]-4-benzyloxyphenyl]ethanone), Cl (hydrochloric acid). Run in C(C)(=O)O (acetic acid). Reaction conditions: temperature 75 celsius. The product is Cl.FC1=CC2=C(C(=NO2)C2CCN(CC2)C/C=C/COC=2C=C(C=CC2O)C(C)=O)C=C1 ((E)-1-[3-[[4-[4-(6-fluoro-1,2-benzisoxazol-3-yl)-1-piperidinyl]-2-butenyl]oxy]-4-hydroxyphenyl]-ethanone hydrochloride). As a reaction SMILES: [F:1][C:2]1[CH:38]=[CH:37][C:5]2[C:6]([CH:9]3[CH2:14][CH2:13][N:12]([CH2:15]/[CH:16]=[CH:17]/[CH2:18][O:19][C:20]4[CH:21]=[C:22]([C:34](=[O:36])[CH3:35])[CH:23]=[CH:24][C:25]=4[O:26]CC4C=CC=CC=4)[CH2:11][CH2:10]3)=[N:7][O:8][C:4]=2[CH:3]=1.[ClH:39]>C(O)(=O)C>[ClH:39].[F:1][C:2]1[CH:38]=[CH:37][C:5]2[C:6]([CH:9]3[CH2:10][CH2:11][N:12]([CH2:15]/[CH:16]=[CH:17]/[CH2:18][O:19][C:20]4[CH:21]=[C:22]([C:34](=[O:36])[CH3:35])[CH:23]=[CH:24][C:25]=4[OH:26])[CH2:13][CH2:14]3)=[N:7][O:8][C:4]=2[CH:3]=1 |f:3.4|. Procedure: The mixture of (E)-1-[3-[[4-[4-(6-fluoro-1,2-benzisoxazol-3-yl)-1-piperidinyl]-2-butenyl]oxy]-4-benzyloxyphenyl]ethanone (5.5 g, 10.7 mmol), acetic acid (50 ml), and hydrochloric acid (6 ml) was heated at 75° C. for 2 hours. At the end of reaction, the solvent was reduced to about 20 ml on a rotary evaporator. The solution was poured into ice water (350 ml) and extracted with dichloromethane (3×250 ml). The dichloromethane solution was washed with brine and dried over Na2SO4. A solid formed on c... Reported procedure: Process 3: To the toluene (3 mL) solution of 4′-{[4-butyl-2-methyl-6-oxo-1-(pyridin-2-yl)-1,6-dihydropyrimidin-5-yl]methyl}biphenyl-2-carbonitrile (335 mg, 0.77 mmol), trimethylsilylazide (2.64 g, 22.9 mmol) and dibutyltin oxide (96 mg, 0.386 mmol) were added, and stirred at 80° C. for 24 hrs under argon atmosphere. The reaction solvent was distilled off and the resulting residues were separated and purified by silica gel column chromatography (chloroform:methanol=100:1) to obtain the target com... Yield: 61.0%. Yields the product N1N=NN=C1C1=C(C=CC=C1)C1=CC=C(C=C1)CC=1C(N(C(=NC1CCCC)C)C1=NC=CC=C1)=O (5-{[2′-(1H-tetrazol-5-yl)biphenyl-4-yl]methyl}-6-butyl-2-methyl-3-(pyridin-2-yl)pyrimidin-4(3H)-one). The reactants are C(CCC)C=1N=C(N(C(C1CC1=CC=C(C=C1)C=1C(=CC=CC1)C#N)=O)C1=NC=CC=C1)C (4′-{[4-butyl-2-methyl-6-oxo-1-(pyridin-2-yl)-1,6-dihydropyrimidin-5-yl]methyl}biphenyl-2-carbonitrile), C(CCC)C=1N=C(N(C(C1CC1=CC=C(C=C1)C=1C(=CC=CC1)C#N)=O)C1=NC=CC=C1)C (4′-{[4-butyl-2-methyl-6-oxo-1-(pyridin-2-yl)-1,6-dihydropyrimidin-5-yl]methyl}biphenyl-2-carbonitrile), C[Si](C)(C)N=[N+]=[N-] (trimethylsilylazide), C(CCC)[Sn](CCCC)=O (dibutyltin oxide). Run at temperature 80 celsius, time 24 hour. Reaction SMILES: [CH2:1]([C:5]1[N:6]=[C:7]([CH3:33])[N:8]([C:27]2[CH:32]=[CH:31][CH:30]=[CH:29][N:28]=2)[C:9](=[O:26])[C:10]=1[CH2:11][C:12]1[CH:17]=[CH:16][C:15]([C:18]2[C:19]([C:24]#[N:25])=[CH:20][CH:21]=[CH:22][CH:23]=2)=[CH:14][CH:13]=1)[CH2:2][CH2:3][CH3:4].C[Si]([N:38]=[N+:39]=[N-:40])(C)C.C([Sn](=O)CCCC)CCC>>[NH:38]1[C:24]([C:19]2[CH:20]=[CH:21][CH:22]=[CH:23][C:18]=2[C:15]2[CH:14]=[CH:13][C:12]([CH2:11][C:10]3[C:9](=[O:26])[N:8]([C:27]4[CH:32]=[CH:31][CH:30]=[CH:29][N:28]=4)[C:7]([CH3:33])=[N:6][C:5]=3[CH2:1][CH2:2][CH2:3][CH3:4])=[CH:17][CH:16]=2)=[N:25][N:40]=[N:39]1. Starting materials: NC=1C=C(C(C(=O)N)=CC1)O (4-aminosalicylamide), C(Cl)Cl (methylene chloride), ClC(CCCCCCCCC(=O)OC)=O (methyl 10-chloro-10-oxodecanoate). The solvent is C(C)N(CC)CC (triethylamine). Conditions: time 2 day. Yields the product C(=O)(O)CCCCCCCCC(=O)NC1=CC(=C(C(=O)N)C=C1)O (4-(9-carboxy-nonanoylamino)-2-hydroxybenzamide). RXN SMILES: [NH2:1][C:2]1[CH:3]=[C:4]([OH:11])[C:5](=[CH:9][CH:10]=1)[C:6]([NH2:8])=[O:7].C(Cl)Cl.Cl[C:16](=[O:29])[CH2:17][CH2:18][CH2:19][CH2:20][CH2:21][CH2:22][CH2:23][CH2:24][C:25]([O:27]C)=[O:26]>C(N(CC)CC)C>[C:25]([CH2:24][CH2:23][CH2:22][CH2:21][CH2:20][CH2:19][CH2:18][CH2:17][C:16]([NH:1][C:2]1[CH:10]=[CH:9][C:5]([C:6]([NH2:8])=[O:7])=[C:4]([OH:11])[CH:3]=1)=[O:29])([OH:27])=[O:26]. Procedure: 4-aminosalicylamide (2 g) from Example 5 is charged with 20 mL of methylene chloride. To the solution, 3.3 g of methyl 10-chloro-10-oxodecanoate is added. The reaction is initiated by addition of 2.6 mL of triethylamine. The reaction mixture is allowed to stir at ambient conditions for 2 days. Solvent is removed and the residue is acidified using 1 N HCl. The precipitate is extracted into ethyl acetate. The organic layer is further extracted with 1 N NaOH and saturated NaCl solutions. After dryi...